From a dataset of the Open Reaction Database (ORD), a public repository of structured organic reaction records. describe an organic reaction: reactants, conditions, products, and yield Product: COC1=CC=C(C=C1)N1N=CC=C1 (1-(4-methoxyphenyl)-1H-pyrazole). Procedure details: Following General Procedure A (90° C., 30 hours), 1H-pyrazole (205 mg, 3.0 mmol) is coupled with 1-iodo-4-methoxybenzene (468 mg, 2.0 mmol). The crude brown oil is purified by flash chromatography on silica gel (eluent: dichloromethane/hexanes=50/50) to provide 340 mg (98% isolated yield) of the desired product as a white solid. RXN SMILES: [NH:1]1[CH:5]=[CH:4][CH:3]=[N:2]1.I[C:7]1[CH:12]=[CH:11][C:10]([O:13][CH3:14])=[CH:9][CH:8]=1>>[CH3:14][O:13][C:10]1[CH:11]=[CH:12][C:7]([N:1]2[CH:5]=[CH:4][CH:3]=[N:2]2)=[CH:8][CH:9]=1. Starting materials: N1N=CC=C1 (1H-pyrazole), IC1=CC=C(C=C1)OC (1-iodo-4-methoxybenzene). Reactants: CC(C)C(NC(=O)OCc1ccccc1)C(=O)O, CN(C)c1ccncc1, C(=NC1CCCCC1)=NC1CCCCC1, Nc1nc2c(ncn2C2CC(F)C(COC(=O)CCC(=O)OC(CO)CO)O2)c(=O)[nH]1, CN(C)C=O, On1nnc2ccccc21. Yields the product CC(C)C(NC(=O)OCc1ccccc1)C(=O)OCC(CO)OC(=O)CCC(=O)OCC1OC(n2cnc3c(=O)[nH]c(N)nc32)CC1F. As a reaction SMILES: [C:32](=[O:33])([O:34][CH2:35][c:36]1[cH:37][cH:38][cH:39][cH:40][cH:41]1)[NH:42][CH:43]([CH:44]([CH3:45])[CH3:46])[C:47](=[O:48])[OH:49].[CH3:75][N:76]([c:77]1[cH:78][cH:79][n:80][cH:81][cH:82]1)[CH3:83].[CH:60]1([N:61]=[C:62]=[N:63][CH:64]2[CH2:65][CH2:66][CH2:67][CH2:68][CH2:69]2)[CH2:70][CH2:71][CH2:72][CH2:73][CH2:74]1.[F:1][CH:2]1[CH2:3][CH:4]([n:21]2[cH:22][n:23][c:24]3[c:25](=[O:26])[nH:27][c:28]([NH2:29])[n:30][c:31]23)[O:5][CH:6]1[CH2:7][O:8][C:9]([CH2:10][CH2:11][C:12](=[O:13])[O:14][CH:15]([CH2:16][OH:17])[CH2:18][OH:19])=[O:20].[O:84]=[CH:85][N:86]([CH3:87])[CH3:88].[OH:50][n:51]1[c:52]2[c:53]([cH:54][cH:55][cH:56][cH:57]2)[n:58][n:59]1>>[F:1][CH:2]1[CH2:3][CH:4]([n:21]2[cH:22][n:23][c:24]3[c:25](=[O:26])[nH:27][c:28]([NH2:29])[n:30][c:31]23)[O:5][CH:6]1[CH2:7][O:8][C:9]([CH2:10][CH2:11][C:12](=[O:13])[O:14][CH:15]([CH2:16][OH:17])[CH2:18][O:19][C:47]([CH:43]([NH:42][C:32](=[O:33])[O:34][CH2:35][c:36]1[cH:37][cH:38][cH:39][cH:40][cH:41]1)[CH:44]([CH3:45])[CH3:46])=[O:48])=[O:20]. Starting materials: Cl (hydrochloric acid), OC(CC(C(C)(OC)OC)=NO)C1=C(C=CC=C1)OCC#C[Si](C)(C)C (1-hydroxyl-4,4-dimethoxy-1-(2-{[3-(trimethylsilyl)prop-2-yn-1-yl]oxy}phenyl)pentan-3-one oxime), C(O)([O-])=O.[Na+] (sodium hydrogencarbonate). Product: C(C#C)OC1=C(C=CC=C1)C1CC(=NO1)C(C)=O (1-[5-(2-{[prop-2-yn-1-yl]oxy}phenyl)-4,5-dihydro-1,2-oxazol-3-yl]ethanone). Conditions: time 15 minute. As a reaction SMILES: Cl.O[CH:3]([C:14]1[CH:19]=[CH:18][CH:17]=[CH:16][C:15]=1[O:20][CH2:21][C:22]#[C:23][Si](C)(C)C)[CH2:4][C:5](=[N:12][OH:13])[C:6](OC)([O:8]C)[CH3:7].C(=O)([O-])O.[Na+]>>[CH2:21]([O:20][C:15]1[CH:16]=[CH:17][CH:18]=[CH:19][C:14]=1[CH:3]1[O:13][N:12]=[C:5]([C:6](=[O:8])[CH3:7])[CH2:4]1)[C:22]#[CH:23] |f:2.3|. Procedure: A solution of hydrochloric acid (4M in dioxane, 3.80 ml) was added to 1-hydroxyl-4,4-dimethoxy-1-(2-{[3-(trimethylsilyl)prop-2-yn-1-yl]oxy}phenyl)pentan-3-one oxime. After stirring for a further 15 minutes, concentrated sodium hydrogencarbonate solution was added to the reaction mixture, and the aqueous phase was removed and extracted with dichloromethane. The combined organic phases were dried over magnesium sulphate and concentrated. This gave 1-[5-(2-{[prop-2-yn-1-yl]oxy}phenyl)-4,5-dihydro-1...